This data is from the Open Reaction Database (ORD), a public repository of structured organic reaction records. The task is: describe an organic reaction: reactants, conditions, products, and yield The product is COC(=O)c1cc(C(C)C)c(OCc2ccccc2)cc1OC. Reaction SMILES: [C:1](=[O:2])([O-:3])[O-:4].[CH2:14]([c:15]1[cH:16][cH:17][cH:18][cH:19][cH:20]1)[O:21][c:22]1[cH:23][c:24]([OH:35])[c:25]([C:26](=[O:27])[O:28][CH3:29])[cH:30][c:31]1[CH:32]([CH3:33])[CH3:34].[CH3:36][C:37]#[N:38].[CH3:7][O:8][S:9](=[O:10])(=[O:11])[O:12][CH3:13].[K+:5].[K+:6]>>[O:12]([CH3:13])[c:24]1[cH:23][c:22]([O:21][CH2:14][c:15]2[cH:16][cH:17][cH:18][cH:19][cH:20]2)[c:31]([CH:32]([CH3:33])[CH3:34])[cH:30][c:25]1[C:26](=[O:27])[O:28][CH3:29]. The reactants are O=C([O-])[O-], COC(=O)c1cc(C(C)C)c(OCc2ccccc2)cc1O, CC#N, COS(=O)(=O)OC, [K+], [K+].